From a dataset of the Open Reaction Database (ORD), a public repository of structured organic reaction records. describe an organic reaction: reactants, conditions, products, and yield Reactants: N#N (N2), C(=O)O (HCOOH), CC(=O)OC(=O)C (Ac2O), mixed acid anhydride, NC(C(=O)OCC)C#N (ethyl 2-amino-2-cyanoacetate). Run in C1CCOC1 (THF). Yields the product C(#N)C(C(=O)OCC)NC=O (ethyl 2-cyano-2-formamidoacetate). The yield is 70.4%. Reaction SMILES: N#N.[CH:3](O)=[O:4].CC(OC(C)=O)=O.[NH2:13][CH:14]([C:20]#[N:21])[C:15]([O:17][CH2:18][CH3:19])=[O:16]>C1COCC1>[C:20]([CH:14]([NH:13][CH:3]=[O:4])[C:15]([O:17][CH2:18][CH3:19])=[O:16])#[N:21]. Reported procedure: Under a nitrogen atmosphere (N2), HCOOH (2.44 g, 53 mmol) was added to Ac2O (6.48 g, 63.6 mmol) at 0° C. After it was allowed to warm to ambient temperature the reaction was heated at 50° C. for 15 hr. It was allowed to cool to ambient temperature. This mixed acid anhydride was then added dropwise to a solution of ethyl 2-amino-2-cyanoacetate (128 mg, 1 mmol) in dry THF (5 mL) at 0° C. After the cooling bath was removed, the reaction was maintained at ambient temperature for additional 1 hr. The... Starting materials: COc1cc(OC)cc(C(C)N)c1, CC#N, CCN(C(C)C)C(C)C, O=[N+]([O-])c1ccc(F)cc1F. Product: COc1cc(OC)cc(C(C)Nc2cc(F)ccc2[N+](=O)[O-])c1. As a reaction SMILES: [CH3:1][O:2][c:3]1[cH:4][c:5]([CH:11]([CH3:12])[NH2:13])[cH:6][c:7]([O:9][CH3:10])[cH:8]1.[CH3:34][C:35]#[N:36].[CH:25]([N:26]([CH2:27][CH3:28])[CH:29]([CH3:30])[CH3:31])([CH3:32])[CH3:33].[F:14][c:15]1[c:16]([N+:22](=[O:23])[O-:24])[cH:17][cH:18][c:19]([F:21])[cH:20]1>>[CH3:1][O:2][c:3]1[cH:4][c:5]([CH:11]([CH3:12])[NH:13][c:15]2[c:16]([N+:22](=[O:23])[O-:24])[cH:17][cH:18][c:19]([F:21])[cH:20]2)[cH:6][c:7]([O:9][CH3:10])[cH:8]1.